This data is from the Open Reaction Database (ORD), a public repository of structured organic reaction records. The task is: describe an organic reaction: reactants, conditions, products, and yield Reactants: CC#N, CC(C)c1nc(CCl)cs1, c1ccc(P(c2ccccc2)c2ccccc2)cc1. Yields the product CC(C)c1nc(C[P+](c2ccccc2)(c2ccccc2)c2ccccc2)cs1, [Cl-]. Reaction SMILES: [CH3:30][C:31]#[N:32].[Cl:1][CH2:2][c:3]1[n:4][c:5]([CH:8]([CH3:9])[CH3:10])[s:6][cH:7]1.[c:11]1([P:17]([c:18]2[cH:19][cH:20][cH:21][cH:22][cH:23]2)[c:24]2[cH:25][cH:26][cH:27][cH:28][cH:29]2)[cH:12][cH:13][cH:14][cH:15][cH:16]1>>[CH2:2]([c:3]1[n:4][c:5]([CH:8]([CH3:9])[CH3:10])[s:6][cH:7]1)[P+:17]([c:11]1[cH:12][cH:13][cH:14][cH:15][cH:16]1)([c:18]1[cH:19][cH:20][cH:21][cH:22][cH:23]1)[c:24]1[cH:25][cH:26][cH:27][cH:28][cH:29]1.[Cl-:1]. Starting materials: ClB(Cl)Cl, COC(=O)c1cc(OC)c(OCc2ccccc2)cc1[N+](=O)[O-], CO, ClCCl. The product is COC(=O)c1cc(OC)c(O)cc1[N+](=O)[O-]. Reaction SMILES: [B:24]([Cl:25])([Cl:26])[Cl:27].[CH3:1][O:2][c:3]1[c:4]([O:16][CH2:17][c:18]2[cH:19][cH:20][cH:21][cH:22][cH:23]2)[cH:5][c:6]([N+:13](=[O:14])[O-:15])[c:7]([C:8](=[O:9])[O:10][CH3:11])[cH:12]1.[CH3:28][OH:29].[Cl:30][CH2:31][Cl:32]>>[CH3:1][O:2][c:3]1[c:4]([OH:16])[cH:5][c:6]([N+:13](=[O:14])[O-:15])[c:7]([C:8](=[O:9])[O:10][CH3:11])[cH:12]1. Reactants: O=C1CCC(CC1)(C#N)C1=CC=CC=C1 (4-oxo-1-phenyl-cyclohexanecarbonitrile), crude product, BrC1C(CCC(C1)C(C)C)=O (2-bromo-4-isopropyl-cyclohexanone). Product: BrC1CC(CCC1=O)(C#N)C1=CC=CC=C1 (3-bromo-4-oxo-1-phenyl-cyclohexanecarbonitrile). As a reaction SMILES: [O:1]=[C:2]1[CH2:7][CH2:6][C:5]([C:10]2[CH:15]=[CH:14][CH:13]=[CH:12][CH:11]=2)([C:8]#[N:9])[CH2:4][CH2:3]1.[Br:16]C1CC(C(C)C)CCC1=O>>[Br:16][CH:7]1[C:2](=[O:1])[CH2:3][CH2:4][C:5]([C:10]2[CH:11]=[CH:12][CH:13]=[CH:14][CH:15]=2)([C:8]#[N:9])[CH2:6]1. Reported procedure: The bromination of 4-oxo-1-phenyl-cyclohexanecarbonitrile takes place in a manner similar to that described above for the preparation of 2-bromo-4-isopropyl-cyclohexanone. The title compound is reacted as a crude product without further characterization. Starting materials: 1-m, FC(F)(F)C=1C(C(=NN(C1C)C1=CC=CC=C1)N)=O (trifluoromethylphenyl-1,4-dihydro-3-amino-4-oxo-6-methylpyridazine), Cl (hydrochloric acid), N(=O)[O-].[Na+] (sodium nitrite). Solvent: O (water), O (water). Conditions: time 1 hour. The product is FC(F)(F)C=1C(C(=NN(C1C)C1=CC=CC=C1)O)=O (trifluoromethylphenyl-1,4-dihydro-3-hydroxy-4-oxo-6methylpyridazine). Yield: 89.0%. RXN SMILES: [F:1][C:2]([C:5]1[C:6](=[O:19])[C:7](N)=[N:8][N:9]([C:12]2[CH:17]=[CH:16][CH:15]=[CH:14][CH:13]=2)[C:10]=1[CH3:11])([F:4])[F:3].Cl.N([O-])=[O:22].[Na+]>O>[F:1][C:2]([C:5]1[C:6](=[O:19])[C:7]([OH:22])=[N:8][N:9]([C:12]2[CH:17]=[CH:16][CH:15]=[CH:14][CH:13]=2)[C:10]=1[CH3:11])([F:4])[F:3] |f:2.3|. Reported procedure: A suspension of 1-m.trifluoromethylphenyl-1,4-dihydro-3-amino-4-oxo-6-methylpyridazine (21 grams, 0.078 mole) in 400 ml of water is chilled. After the addition of 12N hydrochloric acid (14.5 ml), sodium nitrite (5.38 g) is added, drop by drop, with 50ml of water. After agitation of the mixture for one hour at 0° C., two hours at 20° C., and then ten minutes at 50° C., it is rechilled, filtered through sintered glass, and washed with water. The precipitate is dissolved in 1200 ml of tepid ethyl a... Starting materials: O=C([O-])[O-], CCCBr, CN(C)C=O, [K+], [K+], O=c1c(-c2nnn[nH]2)cnc2ccccn12. Yields the product CCCn1nnc(-c2cnc3ccccn3c2=O)n1. Reaction SMILES: [C:17](=[O:18])([O-:19])[O-:20].[CH2:23]([CH2:24][CH3:25])[Br:26].[CH3:27][N:28]([CH3:29])[CH:30]=[O:31].[K+:21].[K+:22].[nH:1]1[n:2][n:3][n:4][c:5]1-[c:6]1[cH:7][n:8][c:9]2[n:10]([c:11]1=[O:12])[cH:13][cH:14][cH:15][cH:16]2>>[n:1]1[n:2][n:3]([CH2:23][CH2:24][CH3:25])[n:4][c:5]1-[c:6]1[cH:7][n:8][c:9]2[n:10]([c:11]1=[O:12])[cH:13][cH:14][cH:15][cH:16]2. Starting materials: CC(C)(C)c1cccc(C(C)(C)C)c1[O-], CC(C)(C)c1cccc(C(C)(C)C)c1O, C1CCOC1, CN1CCN(C)C1=O, CS(=O)(=O)Cl, Cl, [H-], [Na+], [Na+]. Yields the product CC(C)(C)c1cccc(C(C)(C)C)c1OS(C)(=O)=O. As a reaction SMILES: [C:18]([c:19]1[cH:20][cH:21][cH:22][c:23]([C:24]([CH3:25])([CH3:26])[CH3:27])[c:28]1[O-:29])([CH3:30])([CH3:31])[CH3:32].[C:1]([CH3:2])([CH3:3])([CH3:4])[c:5]1[c:6]([OH:15])[c:7]([C:11]([CH3:12])([CH3:13])[CH3:14])[cH:8][cH:9][cH:10]1.[CH2:48]1[O:49][CH2:50][CH2:51][CH2:52]1.[CH3:34][N:35]1[CH2:36][CH2:37][N:38]([CH3:39])[C:40]1=[O:41].[CH3:42][S:43]([Cl:44])(=[O:45])=[O:46].[ClH:47].[H-:16].[Na+:17].[Na+:33]>>[C:1]([CH3:2])([CH3:3])([CH3:4])[c:5]1[c:6]([O:15][S:43]([CH3:42])(=[O:45])=[O:46])[c:7]([C:11]([CH3:12])([CH3:13])[CH3:14])[cH:8][cH:9][cH:10]1.